This data is from the Open Reaction Database (ORD), a public repository of structured organic reaction records. The task is: describe an organic reaction: reactants, conditions, products, and yield The reactants are F[B-](F)(F)F.N#[O+] (nitrosonium tetrafluoroborate), NC1=CC=C2CCN(C2=C1)C(CCCl)=O (6-amino-1-(3-chloropropionyl)indoline), ClC1=C(C=CC=C1)Cl (1,2-dichlorobenzene). Run in C(Cl)Cl (methylene chloride). Run at temperature 10 celsius. Product: ClCCC(=O)N1CCC2=CC=C(C=C12)F (1-(3-Chloropropionyl)-6-fluoroindoline). Isolated yield 19.5%. Reaction SMILES: N[C:2]1[CH:10]=[C:9]2[C:5]([CH2:6][CH2:7][N:8]2[C:11](=[O:15])[CH2:12][CH2:13][Cl:14])=[CH:4][CH:3]=1.[F:16][B-](F)(F)F.N#[O+].ClC1C=CC=CC=1Cl>C(Cl)Cl>[Cl:14][CH2:13][CH2:12][C:11]([N:8]1[C:9]2[C:5](=[CH:4][CH:3]=[C:2]([F:16])[CH:10]=2)[CH2:6][CH2:7]1)=[O:15] |f:1.2|. Reported procedure: 260 mg (2.2 mmol) of 6-amino-1-(3-chloropropionyl)indoline (prepared as described in Preparation 6) were dissolved in 10 ml of methylene chloride, and 450 mg (2.0 mmol) of nitrosonium tetrafluoroborate were added to the resulting solution while ice-cooling so that the internal temperature was maintained at 10° C. or lower. The mixture was then stirred while ice-cooling for 30 minutes. At the end of this time, 10 ml of 1,2-dichlorobenzene were added to the mixture, and the mixture was stirred at ... Yields the product COc1ccc(Br)c(CC(=O)N(C)C)c1. Reaction SMILES: [CH3:14][NH:15][CH3:16].[CH3:17][CH2:18][O:19][CH2:20][CH3:21].[CH3:1][O:2][c:3]1[cH:4][cH:5][c:6]([Br:13])[c:7]([CH2:9][C:10](=[O:11])[Cl:12])[cH:8]1>>[CH3:1][O:2][c:3]1[cH:4][cH:5][c:6]([Br:13])[c:7]([CH2:9][C:10](=[O:11])[N:15]([CH3:14])[CH3:16])[cH:8]1. The reactants are CNC, CCOCC, COc1ccc(Br)c(CC(=O)Cl)c1. The solvent is C(C)#N (acetonitrile). Starting materials: C1(=CC=CC=C1)C(C(=O)N)(CCCNC)C1=CC=CC=C1 (2,2-diphenyl-5-methylaminopentanamide), BrCCC1=CC=C(C=C1)CC(=O)OC (methyl 4-(2-brom0ethyl)phenylacetate), C([O-])([O-])=O.[K+].[K+] (potassium carbonate). Reaction SMILES: [C:1]1([C:7]([C:16]2[CH:21]=[CH:20][CH:19]=[CH:18][CH:17]=2)([CH2:11][CH2:12][CH2:13][NH:14][CH3:15])[C:8]([NH2:10])=[O:9])[CH:6]=[CH:5][CH:4]=[CH:3][CH:2]=1.Br[CH2:23][CH2:24][C:25]1[CH:30]=[CH:29][C:28]([CH2:31][C:32]([O:34][CH3:35])=[O:33])=[CH:27][CH:26]=1.C(=O)([O-])[O-].[K+].[K+]>C(#N)C>[C:1]1([C:7]([C:16]2[CH:21]=[CH:20][CH:19]=[CH:18][CH:17]=2)([CH2:11][CH2:12][CH2:13][N:14]([CH3:15])[CH2:23][CH2:24][C:25]2[CH:30]=[CH:29][C:28]([CH2:31][C:32]([O:34][CH3:35])=[O:33])=[CH:27][CH:26]=2)[C:8]([NH2:10])=[O:9])[CH:2]=[CH:3][CH:4]=[CH:5][CH:6]=1 |f:2.3.4|. Product: C1(=CC=CC=C1)C(C(=O)N)(CCCN(CCC1=CC=C(C=C1)CC(=O)OC)C)C1=CC=CC=C1 (2,2-diphenyl-5-[N-methyl-N-(4-methoxycarbonylmethylphenethyl)amino]pentanamide). Procedure: A mixture containing 2,2-diphenyl-5-methylaminopentanamide (0.56 g--see Preparation 3), methyl 4-(2-brom0ethyl)phenylacetate (0.51 g--see Preparation 22), anhydrous potassium carbonate (0.6 g) and acetonitrile (20 ml) was heated under reflux for 5.5 hours. The mixture was partitioned between dichloromethane (70 ml) and 10% aqueous potassium carbonate (50 ml), the layers separated, and the aqueous layer extracted with dichloromethane (2×50 ml). The combined dichloromethane extracts were dried (Mg... Reactants: CS(C)=O, CCOC(C)=O, CCN(C(C)C)C(C)C, Cc1ccc(-n2nc(C(C)(C)C)cc2NC(=O)OCC(Cl)(Cl)Cl)cc1, Nc1ccc(C=Cc2ccncc2)c2ccccc12. Yields the product Cc1ccc(-n2nc(C(C)(C)C)cc2NC(=O)Nc2ccc(C=Cc3ccncc3)c3ccccc23)cc1. Reaction SMILES: [CH3:54][S:55]([CH3:56])=[O:57].[CH3:58][CH2:59][O:60][C:61](=[O:62])[CH3:63].[CH:45]([N:46]([CH:47]([CH3:48])[CH3:49])[CH2:50][CH3:51])([CH3:52])[CH3:53].[Cl:1][C:2]([Cl:3])([Cl:6])[CH2:24][O:4][C:5]([NH:7][c:8]1[cH:9][c:10]([C:20]([CH3:21])([CH3:22])[CH3:23])[n:11][n:12]1-[c:13]1[cH:14][cH:15][c:16]([CH3:19])[cH:17][cH:18]1)=[O:25].[NH2:26][c:27]1[cH:28][cH:29][c:30]([CH:37]=[CH:38][c:39]2[cH:40][cH:41][n:42][cH:43][cH:44]2)[c:31]2[cH:32][cH:33][cH:34][cH:35][c:36]12>>[O:4]=[C:5]([NH:7][c:8]1[cH:9][c:10]([C:20]([CH3:21])([CH3:22])[CH3:23])[n:11][n:12]1-[c:13]1[cH:14][cH:15][c:16]([CH3:19])[cH:17][cH:18]1)[NH:26][c:27]1[cH:28][cH:29][c:30]([CH:37]=[CH:38][c:39]2[cH:40][cH:41][n:42][cH:43][cH:44]2)[c:31]2[cH:32][cH:33][cH:34][cH:35][c:36]12. Starting materials: C(=O)=O (dry ice), C(C)(C)(C)[Li] (tert-butyllithium), CCCCC (pentane), COC(C)C1=C(C=CC(=C1)Br)C1=C(C=CC=C1)C (1-(4-bromo-2′-methylbiphenyl-2-yl)ethyl methyl ether). Solvent: CCOCC (Et2O), CCOCC (Et2O). Run at temperature -78 celsius, time 25 minute. The product is COC(C)C1=C(C=CC(=C1)C(=O)O)C1=C(C=CC=C1)C (2-(1-methoxyethyl)-2′-methylbiphenyl-4-carboxylic acid). Reaction SMILES: C([Li])(C)(C)C.CCCCC.[CH3:11][O:12][CH:13]([C:15]1[CH:20]=[C:19](Br)[CH:18]=[CH:17][C:16]=1[C:22]1[CH:27]=[CH:26][CH:25]=[CH:24][C:23]=1[CH3:28])[CH3:14].[C:29](=[O:31])=[O:30]>CCOCC>[CH3:11][O:12][CH:13]([C:15]1[CH:20]=[C:19]([C:29]([OH:31])=[O:30])[CH:18]=[CH:17][C:16]=1[C:22]1[CH:27]=[CH:26][CH:25]=[CH:24][C:23]=1[CH3:28])[CH3:14]. Procedure details: A solution of tert-butyllithium in pentane (1.5M, 8.05 mL, 12.1 mmol) was added into anhydrous Et2O (40 mL) cooled at −78° C. under nitrogen atmosphere. Then a solution of 1-(4-bromo-2′-methylbiphenyl-2-yl)ethyl methyl ether (1.84 g, 6.03 mmol) in anhydrous Et2O (10 mL) was added dropwise over 10 minutes. The resulting mixture was stirred at −78° C. for 25 minutes, and then a large excess of dry ice was added and the cooling bath was removed. The reaction mixture was stirred until the temperatur... Reactants: N1(CCOCC1)CCCN (3-(4-Morpholinyl)propylamine), ClC=1N=[N+](C2=C(N1)C=C1CCCCC1=C2)[O-] (3-Chloro-6,7,8,9-tetrahydronaphtho[2,3-e][1,2,4]triazine 1-Oxide). The solvent is COCCOC (DME). Product: N1(CCOCC1)CCCNC=1N=[N+](C2=C(N1)C=C1CCCCC1=C2)[O-] (N-[3-(4-Morpholinyl)propyl]-6,7,8,9-tetrahydronaphtho[2,3-e][1,2,4]triazin-3-amine 1-Oxide). The yield is 99.7%. RXN SMILES: [N:1]1([CH2:7][CH2:8][CH2:9][NH2:10])[CH2:6][CH2:5][O:4][CH2:3][CH2:2]1.Cl[C:12]1[N:13]=[N+:14]([O-:26])[C:15]2[CH:25]=[C:24]3[C:19]([CH2:20][CH2:21][CH2:22][CH2:23]3)=[CH:18][C:16]=2[N:17]=1>COCCOC>[N:1]1([CH2:7][CH2:8][CH2:9][NH:10][C:12]2[N:13]=[N+:14]([O-:26])[C:15]3[CH:25]=[C:24]4[C:19]([CH2:20][CH2:21][CH2:22][CH2:23]4)=[CH:18][C:16]=3[N:17]=2)[CH2:6][CH2:5][O:4][CH2:3][CH2:2]1. Procedure: 3-(4-Morpholinyl)propylamine (314 mg, 2.18 mmol) was added to a stirred solution of chloride 176 (171 mg, 0.73 mmol) in DME (8 mL) and the solution stirred at reflux temperature for 30 min. The solution was cooled and partitioned in between EtOAc and aqueous Na2CO3 solution. The organic fraction was washed with water, dried and the solvent evaporated to give 1-oxide 179 (250 mg, 100%) as an orange solid: mp (EtOAc) 115-116° C.; 1H NMR δ 7.97 (s, 1H, H-10), 7.29 (s, 1H, H-5), 6.14 (br s, 1H, NH),...